Dataset: the Open Reaction Database (ORD), a public repository of structured organic reaction records. Task: describe an organic reaction: reactants, conditions, products, and yield Reactants: CC(=O)OC(C)=O, CCOC(C)=O, Cl, Nc1nn2c(-c3ccc(Cl)cc3)c(-c3ccccc3Cl)cnc2c1C(=O)NC1CCCC1, c1ccncc1. The product is CC(=O)Nc1nn2c(-c3ccc(Cl)cc3)c(-c3ccccc3Cl)cnc2c1C(=O)NC1CCCC1. Reaction SMILES: [CH3:39][C:40](=[O:41])[O:42][C:43](=[O:44])[CH3:45].[CH3:47][CH2:48][O:49][C:50](=[O:51])[CH3:52].[ClH:46].[NH2:1][c:2]1[n:3][n:4]2[c:5]([n:6][cH:7][c:8](-[c:17]3[c:18]([Cl:23])[cH:19][cH:20][cH:21][cH:22]3)[c:9]2-[c:10]2[cH:11][cH:12][c:13]([Cl:16])[cH:14][cH:15]2)[c:24]1[C:25]([NH:26][CH:27]1[CH2:28][CH2:29][CH2:30][CH2:31]1)=[O:32].[cH:33]1[cH:34][cH:35][n:36][cH:37][cH:38]1>>[NH:1]([c:2]1[n:3][n:4]2[c:5]([n:6][cH:7][c:8](-[c:17]3[c:18]([Cl:23])[cH:19][cH:20][cH:21][cH:22]3)[c:9]2-[c:10]2[cH:11][cH:12][c:13]([Cl:16])[cH:14][cH:15]2)[c:24]1[C:25]([NH:26][CH:27]1[CH2:28][CH2:29][CH2:30][CH2:31]1)=[O:32])[C:40]([CH3:39])=[O:41]. Reactants: [H-].[Na+] (sodium hydride), BrC1=C2C=CNC2=CC(=C1)F (4-bromo-6-fluoro-1H-indole), [N+](=O)([O-])C1=CC=C(C=C1)S(=O)(=O)Cl (4-Nitrobenzenesulfonyl chloride). The solvent is CN(C)C=O (DMF). Conditions: temperature 20 celsius, time 10 minute. The product is BrC1=C2C=CN(C2=CC(=C1)F)S(=O)(=O)C1=CC=C(C=C1)[N+](=O)[O-] (4-Bromo-6-fluoro-1-[(4-nitrophenyl)sulfonyl]-1H-indole). RXN SMILES: [Br:1][C:2]1[CH:10]=[C:9]([F:11])[CH:8]=[C:7]2[C:3]=1[CH:4]=[CH:5][NH:6]2.[H-].[Na+].[N+:14]([C:17]1[CH:22]=[CH:21][C:20]([S:23](Cl)(=[O:25])=[O:24])=[CH:19][CH:18]=1)([O-:16])=[O:15]>CN(C=O)C>[Br:1][C:2]1[CH:10]=[C:9]([F:11])[CH:8]=[C:7]2[C:3]=1[CH:4]=[CH:5][N:6]2[S:23]([C:20]1[CH:19]=[CH:18][C:17]([N+:14]([O-:16])=[O:15])=[CH:22][CH:21]=1)(=[O:24])=[O:25] |f:1.2|. Procedure: To a mixture of 4-bromo-6-fluoro-1H-indole (2 g) in DMF (5 ml) was added sodium hydride (60% in mineral oil) (0.448 g). The reaction was stirred at 20° C. for 10 min. 4-Nitrobenzenesulfonyl chloride (2.278 g) was added and the reaction was stirred at 20° C. for 1 h. The mixture was poured onto water (100 ml), and extracted with DCM (50 ml) which was separated by hydrophobic frit. Purification by silica (2×100 g) on Flashmaster II using a gradient of DCM and cyclohexane gave the title compound as... Starting materials: CC(=O)Oc1c(F)cccc1C(Br)CCBr, C1CCOC1, Cl, I, [Mg]. Yields the product CC(=O)Oc1c(F)cccc1C1CC1. As a reaction SMILES: [C:3]([CH3:4])(=[O:5])[O:6][c:7]1[c:8]([CH:14]([CH2:15][CH2:16][Br:18])[Br:17])[cH:9][cH:10][cH:11][c:12]1[F:13].[CH2:20]1[O:21][CH2:22][CH2:23][CH2:24]1.[ClH:19].[I:1].[Mg:2]>>[C:3]([CH3:4])(=[O:5])[O:6][c:7]1[c:8]([CH:14]2[CH2:15][CH2:16]2)[cH:9][cH:10][cH:11][c:12]1[F:13]. Starting materials: C(C)(=O)O[BH-](OC(C)=O)OC(C)=O.[Na+] (sodium triacetoxyborohydride), N1CC(CC1)O (pyrrolidin-3-ol), C(C)(=O)O (acetic acid), NC1=NC2=CC=C(C=C2C(=N1)C(=O)N1CC2=CC=CC=C2C1)C1=C(C=O)C=CC=C1 (2-[2-amino-4-(1,3-dihydroisoindole-2-carbonyl)quinazolin-6-yl]benzaldehyde). The solvent is ClCCCl (1,2-dichloroethane), O (water), O1CCCC1 (tetrahydrofuran). Conditions: temperature 60 celsius, time 6 hour. Yields the product NC1=NC2=CC=C(C=C2C(=N1)C(=O)N1CC2=CC=CC=C2C1)C1=C(C=CC=C1)CN1CC(CC1)O ({2-Amino-6-[2-(3-hydroxypyrrolidin-1-ylmethyl)phenyl]quinazolin-4-yl}-(1,3-dihydroisoindol-2-yl)methanone). As a reaction SMILES: [NH2:1][C:2]1[N:11]=[C:10]([C:12]([N:14]2[CH2:22][C:21]3[C:16](=[CH:17][CH:18]=[CH:19][CH:20]=3)[CH2:15]2)=[O:13])[C:9]2[C:4](=[CH:5][CH:6]=[C:7]([C:23]3[CH:30]=[CH:29][CH:28]=[CH:27][C:24]=3[CH:25]=O)[CH:8]=2)[N:3]=1.[NH:31]1[CH2:35][CH2:34][CH:33]([OH:36])[CH2:32]1.C(O)(=O)C.C(O[BH-](OC(=O)C)OC(=O)C)(=O)C.[Na+]>ClCCCl.O1CCCC1.O>[NH2:1][C:2]1[N:11]=[C:10]([C:12]([N:14]2[CH2:22][C:21]3[C:16](=[CH:17][CH:18]=[CH:19][CH:20]=3)[CH2:15]2)=[O:13])[C:9]2[C:4](=[CH:5][CH:6]=[C:7]([C:23]3[CH:30]=[CH:29][CH:28]=[CH:27][C:24]=3[CH2:25][N:31]3[CH2:35][CH2:34][CH:33]([OH:36])[CH2:32]3)[CH:8]=2)[N:3]=1 |f:3.4|. Procedure details: 100 mg of 2-[2-amino-4-(1,3-dihydroisoindole-2-carbonyl)quinazolin-6-yl]benzaldehyde are dissolved in 2 ml of 1,2-dichloroethane and 2 ml of tetrahydrofuran. 94 mg of pyrrolidin-3-ol and 15 μl of glacial acetic acid are added, and the mixture is stirred at 60° C. for 6 h. After cooling to 25° C., 170 mg of sodium triacetoxyborohydride are added and stirred at 25° C. for a further 12 h. The mixture is poured into water, extracted three times with dichloromethane, and the combined organic phases a... The reactants are ClC=1C(=CC(=C(C1)O)C1O[C@@H]([C@H]([C@@H]([C@H]1OCC1=CC=CC=C1)OCC1=CC=CC=C1)OCC1=CC=CC=C1)COCC1=CC=CC=C1)CC1=CC=C(C=C1)CC (5-chloro-4-(4-ethylbenzyl)-2-((3S,4R,5R,6R)-3,4,5-tris(benzyloxy)-6-(benzyloxymethyl)tetrahydro-2H-pyran-2-yl)phenol), TEA, BrBr (bromine). The solvent is C(C)(=O)O (acetic acid). Conditions: time 2 hour. Yields the product BrC1=C(C(=CC(=C1Cl)CC1=CC=C(C=C1)CC)C1O[C@@H]([C@H]([C@@H]([C@H]1OCC1=CC=CC=C1)OCC1=CC=CC=C1)OCC1=CC=CC=C1)COCC1=CC=CC=C1)O (2-Bromo-3-chloro-4-(4-ethylbenzyl)-6-((3S,4R,5R,6R)-3,4,5-tris(benzyloxy)-6-(benzyloxymethyl)tetrahydro-2H-pyran-2-yl)phenol). Isolated yield 90.5%. Reaction SMILES: [Cl:1][C:2]1[C:3]([CH2:48][C:49]2[CH:54]=[CH:53][C:52]([CH2:55][CH3:56])=[CH:51][CH:50]=2)=[CH:4][C:5]([CH:9]2[C@H:14]([O:15][CH2:16][C:17]3[CH:22]=[CH:21][CH:20]=[CH:19][CH:18]=3)[C@@H:13]([O:23][CH2:24][C:25]3[CH:30]=[CH:29][CH:28]=[CH:27][CH:26]=3)[C@H:12]([O:31][CH2:32][C:33]3[CH:38]=[CH:37][CH:36]=[CH:35][CH:34]=3)[C@@H:11]([CH2:39][O:40][CH2:41][C:42]3[CH:47]=[CH:46][CH:45]=[CH:44][CH:43]=3)[O:10]2)=[C:6]([OH:8])[CH:7]=1.[Br:57]Br>C(O)(=O)C>[Br:57][C:7]1[C:2]([Cl:1])=[C:3]([CH2:48][C:49]2[CH:54]=[CH:53][C:52]([CH2:55][CH3:56])=[CH:51][CH:50]=2)[CH:4]=[C:5]([CH:9]2[C@H:14]([O:15][CH2:16][C:17]3[CH:18]=[CH:19][CH:20]=[CH:21][CH:22]=3)[C@@H:13]([O:23][CH2:24][C:25]3[CH:30]=[CH:29][CH:28]=[CH:27][CH:26]=3)[C@H:12]([O:31][CH2:32][C:33]3[CH:38]=[CH:37][CH:36]=[CH:35][CH:34]=3)[C@@H:11]([CH2:39][O:40][CH2:41][C:42]3[CH:43]=[CH:44][CH:45]=[CH:46][CH:47]=3)[O:10]2)[C:6]=1[OH:8]. Procedure: To a mixture of 5-chloro-4-(4-ethylbenzyl)-2-((3S,4R,5R,6R)-3,4,5-tris(benzyloxy)-6-(benzyloxymethyl)tetrahydro-2H-pyran-2-yl)phenol (3.0 g, 3.90 mmol) and TEA (1.63 mL) in acetic acid (20.1 mL) was added dropwise bromine (0.30 mL, 5.85 mmol) at 0° C. under nitrogen atmosphere. After stirring for 2 h at rt, the reaction mixture was quenched with saturated NH4Cl solution (50 mL) and extracted with EtOAc (100 mL). The organic layer was washed with brine, dried over anhydrous MgSO4, filtered and co... Reactants: COCN1C(=NC=2C1=NC(=CC2)N2CCOCC2)C=2SC1=C(N2)C(=CC=C1N1CCOCC1)OC (3-Methoxymethyl-2-(4-methoxy-7-morpholin-4-yl-benzothiazol-2-yl)-5-morpholin-4-yl-3H-imidazo[4,5-b]pyridine), Cl (HCl). The product is COC1=CC=C(C2=C1N=C(S2)C2=NC=1C(=NC(=CC1)N1CCCC1)N2)N2CCOCC2 (2-(4-Methoxy-7-morpholin-4-yl-benzothiazol-2-yl)-5-pyrrolidin-1-yl-3H-imidazo[4,5-b]pyridine). RXN SMILES: COC[N:4]1[C:8]2=[N:9][C:10]([N:13]3[CH2:18][CH2:17]O[CH2:15][CH2:14]3)=[CH:11][CH:12]=[C:7]2[N:6]=[C:5]1[C:19]1[S:20][C:21]2[C:27]([N:28]3[CH2:33][CH2:32][O:31][CH2:30][CH2:29]3)=[CH:26][CH:25]=[C:24]([O:34][CH3:35])[C:22]=2[N:23]=1.Cl>>[CH3:35][O:34][C:24]1[C:22]2[N:23]=[C:19]([C:5]3[NH:4][C:8]4=[N:9][C:10]([N:13]5[CH2:18][CH2:17][CH2:15][CH2:14]5)=[CH:11][CH:12]=[C:7]4[N:6]=3)[S:20][C:21]=2[C:27]([N:28]2[CH2:33][CH2:32][O:31][CH2:30][CH2:29]2)=[CH:26][CH:25]=1. Procedure: 0.07 g 3-Methoxymethyl-2-(4-methoxy-7-morpholin-4-yl-benzothiazol-2-yl)-5-morpholin-4-yl-3H-imidazo[4,5-b]pyridine (0.15 mmol) was treated with 5N HCl (2 ml) at 90° C. for 1.5 h. The reaction mixture was concentrated, taken up in water (3 ml) and adjusted to pH 10 with ammonium hydroxide (25%), whereupon a precipitation formed. The precipitation was filtered and the crystals were triturated in hot ethanol. After drying in vacuo 0.025 g 2-(4-methoxy-7-morpholin-4-yl-benzothiazol-2-yl)-5-pyrrolidi... Reactants: C(C)OCC (Diethyl ether), NC1=NC=CC=C1 (amino pyridine), ClC1=CC(=CC=C1)C(=O)OO (3-chloro perbenzoic acid), Cl (HCl). Solvent: CC(=O)C (acetone), CC(=O)C (acetone). Run at time 30 minute. Yields the product Cl.NC1=[N+](C=CC=C1)[O-] (amino pyridine-N-oxide hydrochloride salt), powder. The yield is 80.0%. As a reaction SMILES: [NH2:1][C:2]1[CH:7]=[CH:6][CH:5]=[CH:4][N:3]=1.[Cl:8]C1C=CC=C(C(OO)=[O:16])C=1.C(OCC)C.Cl>CC(C)=O>[ClH:8].[NH2:1][C:2]1[CH:7]=[CH:6][CH:5]=[CH:4][N+:3]=1[O-:16] |f:5.6|. Procedure details: To a solution of amino pyridine (50 g, 0.53 mol) in acetone (900 OmL) a solution of 3-chloro perbenzoic acid (112.2 g, 0.65 mol) in acetone (300 mL) was added and the reaction mixture stirred at room temperature for 30 min. Diethyl ether (500 mL) was added and the solution acidified to pH 4 with concentrated HCl. The amino pyridine-N-oxide hydrochloride salt was then isolated by filtration as an off-white powder (62 g, 80%); m/z (ES+) 111; 1H NMR (d6 DMSO) d 8.14 (dd, J=6.9, 1.8 Hz, 1H), 7.66 (s...